Dataset: the Open Reaction Database (ORD), a public repository of structured organic reaction records. Task: describe an organic reaction: reactants, conditions, products, and yield The reactants are CC(=O)OC1CCC2(C)C(=CCC3C2CCC2(C)C(C(C)CCCC(C)(C)C)CCC32)C1, ClCCl, CCOCC, c1ccncc1. Yields the product CC(=O)OC1CCC2(C)C(=CC(=O)C3C2CCC2(C)C(C(C)CCCC(C)(C)C)CCC32)C1. Reaction SMILES: [C:10]([CH3:11])(=[O:12])[O:13][CH:14]1[CH2:15][C:16]2=[CH:17][CH2:18][CH:19]3[CH:20]4[CH2:21][CH2:22][CH:23]([CH:24]([CH2:25][CH2:26][CH2:27][C:28]([CH3:29])([CH3:30])[CH3:31])[CH3:32])[C:33]4([CH3:41])[CH2:34][CH2:35][CH:36]3[C:37]2([CH3:40])[CH2:38][CH2:39]1.[Cl:7][CH2:8][Cl:9].[O:42]([CH2:43][CH3:44])[CH2:45][CH3:46].[cH:1]1[cH:2][cH:3][n:4][cH:5][cH:6]1>>[C:10]([CH3:11])(=[O:12])[O:13][CH:14]1[CH2:15][C:16]2=[CH:17][C:18](=[O:42])[CH:19]3[CH:20]4[CH2:21][CH2:22][CH:23]([CH:24]([CH2:25][CH2:26][CH2:27][C:28]([CH3:29])([CH3:30])[CH3:31])[CH3:32])[C:33]4([CH3:41])[CH2:34][CH2:35][CH:36]3[C:37]2([CH3:40])[CH2:38][CH2:39]1. Reactants: COC(=O)C (MeOAc), ClC1=CC=CC=C1 (monochlorobenzene). Product: C12C=CC(CC1)C2.C(C)(=O)OC (Methyl Acetate Norbornene). RXN SMILES: [CH3:1][O:2][C:3]([CH3:5])=[O:4].Cl[C:7]1[CH:12]=C[CH:10]=[CH:9][CH:8]=1>>[CH:3]12[CH2:5][CH:8]([CH2:9][CH2:10]1)[CH:7]=[CH:12]2.[C:3]([O:2][CH3:1])(=[O:4])[CH3:5] |f:2.3|. Reported procedure: Methyl acetate norbornene (MeOAc NB, CAS 10471-2406) (2.99 g, 17.99 mmol), CANB (0.36 g, 2.02 mmol), 1-hexene (0.19 g, 0.0022 mol), DAN FABA (0.00321 g, 0.004 mmol) and anisole (14 mL) were combined in a dry 30 mL Wheaton bottle. The anisole was degassed to remove any dissolved oxygen by passing a stream of nitrogen gas through the liquid for 30 minutes. To this solution was added Pd 785 (0.0090 g, 0.004 mmol) dissolved in dichloroethane (0.5 mL). After addition, the solution was processed as in... Procedure details: 7-Nitro-5H-pyrrolo[2,3-b]pyrazine (5) is prepared by adding 5H-pyrrolo[2,3-b]pyrazine (3) to fuming nitric acid while cooling (e.g. 0° C.). After stirring for one to several hours, water is carefully added and the mixture neutralized with saturated sodium bicarbonate. The solids are collected by filtration and dried to provide 7-nitro-5H-pyrrolo[2,3-b]pyrazine 5. Reaction conditions: temperature 0 celsius. Yields the product [N+](=O)([O-])C1=CNC2=NC=CN=C21 (7-nitro-5H-pyrrolo[2,3-b]pyrazine). RXN SMILES: [N:1]1[CH:6]=[CH:5][N:4]=[C:3]2[NH:7][CH:8]=[CH:9][C:2]=12.[N+:10]([O-])([OH:12])=[O:11].C(=O)(O)[O-].[Na+]>O>[N+:10]([C:9]1[C:2]2[C:3](=[N:4][CH:5]=[CH:6][N:1]=2)[NH:7][CH:8]=1)([O-:12])=[O:11] |f:2.3|. The solvent is O (water). Starting materials: N1=C2C(=NC=C1)NC=C2 (5H-pyrrolo[2,3-b]pyrazine), [N+](=O)(O)[O-] (nitric acid), C([O-])(O)=O.[Na+] (sodium bicarbonate). Reactants: C(C)OCC (ethyl ether), C1(CCCCC1)N=C=NC1CCCCC1 (dicyclohexylcarbodiimide), C1[C@H]([C@@H]([C@H]([C@@H]([C@H]1N)O[C@@H]2[C@@H]([C@H]([C@@H]([C@H](O2)CN)O)O)N)O[C@H]3[C@@H]([C@@H]([C@H](O3)CO)O)O)O)N (ribostamycin), FC(C(=O)O)(F)F (trifluoroacetic acid). The solvent is C(C)(=O)O (acetic acid). Reaction conditions: time 8 hour. Product: C1(CCCCC1)N=C=NC1CCCCC1 (dicylcohexylcarbodiimide), C(=O)(NC1CCCCC1)NC1CCCCC1 (dicyclohexylurea). As a reaction SMILES: C1[C@H](N)[C@@H]([O:8][C@H]2O[C@H](CN)[C@@H](O)[C@H](O)[C@H]2N)[C@H](O[C@@H]2O[C@H](CO)[C@@H](O)[C@H]2O)[C@@H](O)[C@@H]1N.FC(F)(F)C(O)=O.C(OCC)C.[CH:44]1([N:50]=[C:51]=[N:52][CH:53]2[CH2:58][CH2:57][CH2:56][CH2:55][CH2:54]2)[CH2:49][CH2:48][CH2:47][CH2:46][CH2:45]1>C(O)(=O)C>[CH:53]1([N:52]=[C:51]=[N:50][CH:44]2[CH2:49][CH2:48][CH2:47][CH2:46][CH2:45]2)[CH2:54][CH2:55][CH2:56][CH2:57][CH2:58]1.[C:51]([NH:50][CH:44]1[CH2:45][CH2:46][CH2:47][CH2:48][CH2:49]1)([NH:52][CH:53]1[CH2:58][CH2:57][CH2:56][CH2:55][CH2:54]1)=[O:8]. Procedure: 30 g. of ribostamycin (the free base form) was added to 127 ml. of trifluoroacetic acid under ice-cooling and stirring, and the mixture was allowed to stand at ambient temperature overnight. The resulting solution of amber color was admixed with 400 ml of ethyl ether, and the admixture was cooled to precipitate 69 g of a salt of ribostamycin with trifluoroacetic acid which was then removed by filtration. A 20 g. portion of this ribostamycin trifluoroacetate was taken and then dissolved in 250 ml... The reactants are CC(=O)O, O=CC1CCC2OC(=O)CC12, [Li], C1CCOC1, O=C(C=CC1C(OC(=O)c2ccccc2)CC2OC(=O)CC21)COc1ccccc1. Yields the product O=C(C=CC1CCC2OC(=O)CC12)COc1ccccc1. RXN SMILES: [CH3:48][C:49](=[O:50])[OH:51].[CH:1]([CH:2]1[CH2:3][CH2:4][CH:5]2[CH:6]1[CH2:7][C:8](=[O:9])[O:10]2)=[O:11].[Li:17].[O:12]1[CH2:13][CH2:14][CH2:15][CH2:16]1.[O:18]=[C:19]([CH:20]=[CH:21][CH:22]1[CH:23]2[CH2:24][C:25](=[O:39])[O:26][CH:27]2[CH2:28][CH:29]1[O:30][C:31](=[O:32])[c:33]1[cH:34][cH:35][cH:36][cH:37][cH:38]1)[CH2:40][O:41][c:42]1[cH:43][cH:44][cH:45][cH:46][cH:47]1>>[O:18]=[C:19]([CH:20]=[CH:21][CH:22]1[CH:23]2[CH2:24][C:25](=[O:39])[O:26][CH:27]2[CH2:28][CH2:29]1)[CH2:40][O:41][c:42]1[cH:43][cH:44][cH:45][cH:46][cH:47]1.